The task is: describe an organic reaction: reactants, conditions, products, and yield. This data is from the Open Reaction Database (ORD), a public repository of structured organic reaction records. Starting materials: O (Water), O1[C@@H](C1)COS(=O)(=O)C1=CC(=CC=C1)[N+](=O)[O-] ((2S)-oxiran-2-ylmethyl-3-nitrobenzenesulfonate), ClC1=C(OCC(=O)OC)C=C(C(=C1)Cl)O (methyl (2,4-dichloro-5-hydroxyphenoxy)acetate), C(=O)([O-])[O-].[Cs+].[Cs+] (Cs2CO3). Run in CN(C)C=O (DMF). Reaction conditions: time 8 hour. Yields the product COC(COC1=C(C=C(C(=C1)OCC1OC1)Cl)Cl)=O ((2,4-dichloro-5-oxiranylmethoxy-phenoxy)-acetic acid methyl ester). Yield: 46.4%. RXN SMILES: [O:1]1[CH2:3][C@H:2]1[CH2:4]OS(C1C=CC=C([N+]([O-])=O)C=1)(=O)=O.[Cl:18][C:19]1[CH:30]=[C:29]([Cl:31])[C:28]([OH:32])=[CH:27][C:20]=1[O:21][CH2:22][C:23]([O:25][CH3:26])=[O:24].C([O-])([O-])=O.[Cs+].[Cs+].O>CN(C=O)C>[CH3:26][O:25][C:23](=[O:24])[CH2:22][O:21][C:20]1[CH:27]=[C:28]([O:32][CH2:4][CH:2]2[CH2:3][O:1]2)[C:29]([Cl:31])=[CH:30][C:19]=1[Cl:18] |f:2.3.4|. Reported procedure: A mixture of (2S)-oxiran-2-ylmethyl-3-nitrobenzenesulfonate (0.4 g), methyl (2,4-dichloro-5-hydroxyphenoxy)acetate (0.39 g) and Cs2CO3 (0.58 g) in DMF (2 ml) was stirred at r.t. overnight. Water was added and (2,4-dichloro-5-oxiranylmethoxy-phenoxy)-acetic acid methyl ester (0.22 g) was isolated by filtration and dried in vacuo. 5-Chloro-3H-spiro[1-benzofuran-2,4′-piperidine] (0.16 g) in ethanol (5 ml) was added and heated at 70° C. for 2 h. The mixture was allowed to cool and water (1 ml) follo...